describe an organic reaction: reactants, conditions, products, and yield From a dataset of the Open Reaction Database (ORD), a public repository of structured organic reaction records. Reactants: [C-]#N, Cl, O=N[O-], Nc1ccc(C(=O)CCC(=O)O)cc1O, [Na+]. Yields the product N#Cc1ccc(C(=O)CCC(=O)O)cc1O. Reaction SMILES: [C-:20]#[N:21].[ClH:22].[N:16]([O-:17])=[O:18].[NH2:1][c:2]1[c:3]([OH:15])[cH:4][c:5]([C:6](=[O:7])[CH2:8][CH2:9][C:10](=[O:11])[OH:12])[cH:13][cH:14]1.[Na+:19]>>[c:2]1([C:20]#[N:21])[c:3]([OH:15])[cH:4][c:5]([C:6](=[O:7])[CH2:8][CH2:9][C:10](=[O:11])[OH:12])[cH:13][cH:14]1. The reactants are Cl (hydrochloride), COC1=CC=C(C=C1)[C@@H]1SC2=C(NC([C@@H]1O)=O)C=CC=C2F ((±)-cis-2-(4-methoxyphenyl)-3-hydroxy-9-fluoro-2,3-dihydro-1,5-benzothiazepin-4(5H)-one), Cl.CN(CCCl)C (2-(dimethylamino)ethyl chloride hydrochloride), C([O-])([O-])=O.[K+].[K+] (potassium carbonate). Solvent: CC(=O)C (acetone). Product: Cl.COC1=CC=C(C=C1)[C@@H]1SC2=C(N(C([C@@H]1O)=O)CCN(C)C)C=CC=C2F ((±)-cis-2-(4-methoxyphenyl)-3-hydroxy-5-[2-(dimethylamino)ethyl-]-9-fluoro-2,3-dihydro-1,5-benzothiazepin-4(5H)-one hydrochloride). Yield: 106.0%. As a reaction SMILES: [CH3:1][O:2][C:3]1[CH:8]=[CH:7][C:6]([C@H:9]2[C@@H:15]([OH:16])[C:14](=[O:17])[NH:13][C:12]3[CH:18]=[CH:19][CH:20]=[C:21]([F:22])[C:11]=3[S:10]2)=[CH:5][CH:4]=1.Cl.[CH3:24][N:25]([CH3:29])[CH2:26][CH2:27][Cl:28].C(=O)([O-])[O-].[K+].[K+].Cl>CC(C)=O>[ClH:28].[CH3:1][O:2][C:3]1[CH:8]=[CH:7][C:6]([C@H:9]2[C@@H:15]([OH:16])[C:14](=[O:17])[N:13]([CH2:27][CH2:26][N:25]([CH3:29])[CH3:24])[C:12]3[CH:18]=[CH:19][CH:20]=[C:21]([F:22])[C:11]=3[S:10]2)=[CH:5][CH:4]=1 |f:1.2,3.4.5,8.9|. Procedure: A mixture of 1.2 g of (±)-cis-2-(4-methoxyphenyl)-3-hydroxy-9-fluoro-2,3-dihydro-1,5-benzothiazepin-4(5H)-one, 0.65 g of 2-(dimethylamino)ethyl chloride hydrochloride, 1.3 g of potassium carbonate and 50 ml of acetone is treated in the same manner as described in Example 56. The crude product thus obtained is converted to its hydrochloride and recrystallized from isopropanol. 1.7 g of (±)-cis-2-(4-methoxyphenyl)-3-hydroxy-5-[2-(dimethylamino)ethyl-]-9-fluoro-2,3-dihydro-1,5-benzothiazepin-4(5H)-... Reactants: ClC=1N=C(C2=C(N1)C=CC(=N2)C2=CC=C(C=C2)F)Cl (2,4-dichloro-6-(4-fluorophenyl)pyrido[3,2-d]pyrimidine), C(C)(C)N (isopropylamine), C1(CC1)N (cyclopropylamine). The solvent is C1OCCCO1 (2,6-dioxane). Reaction conditions: time 1 hour. Yields the product ClC=1N=C(C2=C(N1)C=CC(=N2)C2=CC=C(C=C2)F)NC(C)C (2-chloro-6-(4-fluorophenyl)-N-isopropylpyrido[3,2-d]pyrimidin-4-amine), ClC=1N=C(C2=C(N1)C=CC(=N2)C2=CC=C(C=C2)F)NC2CC2 (2-chloro-6-(4-fluorophenyl)-N-cyclopropylpyrido[3,2-d]pyrimidin-4-amine). RXN SMILES: [Cl:1][C:2]1[N:3]=[C:4](Cl)[C:5]2[N:11]=[C:10]([C:12]3[CH:17]=[CH:16][C:15]([F:18])=[CH:14][CH:13]=3)[CH:9]=[CH:8][C:6]=2[N:7]=1.[CH:20]([NH2:23])([CH3:22])[CH3:21].[CH:24]1([NH2:27])[CH2:26][CH2:25]1>C1OCCCO1>[Cl:1][C:2]1[N:3]=[C:4]([NH:23][CH:20]([CH3:22])[CH3:21])[C:5]2[N:11]=[C:10]([C:12]3[CH:17]=[CH:16][C:15]([F:18])=[CH:14][CH:13]=3)[CH:9]=[CH:8][C:6]=2[N:7]=1.[Cl:1][C:2]1[N:3]=[C:4]([NH:27][CH:24]2[CH2:26][CH2:25]2)[C:5]2[N:11]=[C:10]([C:12]3[CH:17]=[CH:16][C:15]([F:18])=[CH:14][CH:13]=3)[CH:9]=[CH:8][C:6]=2[N:7]=1. Reported procedure: The procedure used in the first step was as follows: a mixture of 2,4-dichloro-6-(4-fluorophenyl)pyrido[3,2-d]pyrimidine (2.0 g), isopropylamine (2 ml) or cyclopropylamine (2 ml) in 2,6-dioxane (20 mL) was stirred for 1 hour. Solvents were concentrated in vacuo and the residue was dissolved in DCM (20 ml). The solid was filtered to provide 2-chloro-6-(4-fluorophenyl)-N-isopropylpyrido[3,2-d]pyrimidin-4-amine and 2-chloro-6-(4-fluorophenyl)-N-cyclopropylpyrido[3,2-d]pyrimidin-4-amine respectively... Procedure: To a solution of the furanone of Step A (164.5 g/1.10 mole) in about 400 ml THF was added, in four separate portions, N-methylanilium trifluoroacetate (TAMA) (243 g) and trioxymethylene (99 g) over 31/2 hours, and the mixture refluxed for 20 hours. The mixture was cooled and partitioned between Et2O and water, the layers separated and the aqueous layer was extracted twice with Et2O. The combined Et2O layers were washed exhaustively with water, with NaHCO3 and then with brine, dried over MgSO4 an... Product: CC1=CC2=C(O1)CCC(C2=O)=C (6,7-Dihydro-2-methyl-5-methylenebenzo(b)furan-4-(5H)-one). Reaction SMILES: [CH3:1][C:2]1[O:6][C:5]2[CH2:7][CH2:8][CH2:9][C:10](=[O:11])[C:4]=2[CH:3]=1.[CH2:12]1COCC1>>[CH3:1][C:2]1[O:6][C:5]2[CH2:7][CH2:8][C:9](=[CH2:12])[C:10](=[O:11])[C:4]=2[CH:3]=1. Reactants: CC1=CC2=C(O1)CCCC2=O (6,7-Dihydro-2-methylbenzo(b)furan-4(5H)-one), C1CCOC1 (THF). Reactants: [F-], F, [K+], O=C1Nc2ccc(Cl)cc2C(c2ccccc2)=NC1O, c1ccncc1. Product: O=C1Nc2ccc(Cl)cc2C(c2ccccc2)=NC1F. As a reaction SMILES: [F-:1].[FH:23].[K+:2].[OH:3][CH:4]1[C:5](=[O:22])[NH:6][c:7]2[c:8]([cH:17][c:18]([Cl:21])[cH:19][cH:20]2)[C:9]([c:11]2[cH:12][cH:13][cH:14][cH:15][cH:16]2)=[N:10]1.[cH:24]1[cH:25][cH:26][n:27][cH:28][cH:29]1>>[F:1][CH:4]1[C:5](=[O:22])[NH:6][c:7]2[c:8]([cH:17][c:18]([Cl:21])[cH:19][cH:20]2)[C:9]([c:11]2[cH:12][cH:13][cH:14][cH:15][cH:16]2)=[N:10]1.